Dataset: the Open Reaction Database (ORD), a public repository of structured organic reaction records. Task: describe an organic reaction: reactants, conditions, products, and yield Reaction SMILES: [Br:1][c:2]1[cH:3][c:4]([S:24](=[O:25])(=[O:26])[CH3:27])[c:5]([C:8](=[O:9])[N:10]2[CH2:11][CH2:12][N:13]([c:16]3[c:17]([CH3:23])[cH:18][c:19]([CH3:22])[cH:20][cH:21]3)[CH2:14][CH2:15]2)[cH:6][cH:7]1.[O:28]1[C:29](=[O:33])[NH:30][CH2:31][CH2:32]1>>[c:2]1([N:30]2[C:29](=[O:33])[O:28][CH2:32][CH2:31]2)[cH:3][c:4]([S:24](=[O:25])(=[O:26])[CH3:27])[c:5]([C:8](=[O:9])[N:10]2[CH2:11][CH2:12][N:13]([c:16]3[c:17]([CH3:23])[cH:18][c:19]([CH3:22])[cH:20][cH:21]3)[CH2:14][CH2:15]2)[cH:6][cH:7]1. Reactants: Cc1ccc(N2CCN(C(=O)c3ccc(Br)cc3S(C)(=O)=O)CC2)c(C)c1, O=C1NCCO1. The product is Cc1ccc(N2CCN(C(=O)c3ccc(N4CCOC4=O)cc3S(C)(=O)=O)CC2)c(C)c1.